From a dataset of the Open Reaction Database (ORD), a public repository of structured organic reaction records. describe an organic reaction: reactants, conditions, products, and yield Reactants: C(C)(=O)OC(C)=O (acetic anhydride), ClC1=C(C(=CC=2CC(OC21)\C(\OCC)=N/O)C(C2=C(C=CC=C2)F)=O)O (Ethyl (E)-7-chloro-2,3-dihydro-5-(o-fluorobenzoyl)-6-hydroxybenzofuran-2-carboxylate Oxime). Conditions: temperature 90 celsius, time 1 hour. The product is C(C)(=O)O\N=C(\OCC)/C1OC2=C(C1)C=C(C(=C2Cl)O)C(C2=C(C=CC=C2)F)=O (Ethyl (E)-7-chloro-2,3-dihydro-5-(o-fluorobenzoyl)-6-hydroxybenzofuran-2-carboxylate O-Acetyl oxime). Yield: 58.4%. RXN SMILES: [C:1](OC(=O)C)(=[O:3])[CH3:2].[Cl:8][C:9]1[C:17]2[O:16][CH:15](/[C:18](=[N:22]\[OH:23])/[O:19][CH2:20][CH3:21])[CH2:14][C:13]=2[CH:12]=[C:11]([C:24](=[O:32])[C:25]2[CH:30]=[CH:29][CH:28]=[CH:27][C:26]=2[F:31])[C:10]=1[OH:33]>>[C:1]([O:23]/[N:22]=[C:18](\[CH:15]1[CH2:14][C:13]2[CH:12]=[C:11]([C:24](=[O:32])[C:25]3[CH:30]=[CH:29][CH:28]=[CH:27][C:26]=3[F:31])[C:10]([OH:33])=[C:9]([Cl:8])[C:17]=2[O:16]1)/[O:19][CH2:20][CH3:21])(=[O:3])[CH3:2]. Procedure details: To acetic anhydride (8 ml.) was added (8h) (400 mg., 1.06 mmole). After stirring for 1 hour at 90° C. the mixture was left to stand at room temperature for 18 hours, then evaporated to dryness under high vacuum. The product, an oil, was triturated in absolute ethanol, giving crystalline (9h), m.p. 111°-112° C. in 58.4% yield. Analysis (C20H17ClFNO6) C,H,N. Reactants: N1N=CC=C1 (pyrazole), N1(CCCC1)C(CNC(=O)C1=NNC(=C1Br)NC(C1=C(C=CC=C1)Cl)=O)C (4-Bromo-5-(2-chloro-benzoylamino)-1H-pyrazole-3-carboxylic acid (2-pyrrolidin-1-yl-prop-1-yl)-amide). Yields the product CN(C)C[C@@H](CC)NC(=O)C1=NNC(=C1Br)NC(C1=C(C=CC=C1)Cl)=O ((R)-4-Bromo-5-(2-chloro-benzoylamino)-1H-pyrazole-3-carboxylic acid (1-dimethylaminomethyl-propyl)-amide). RXN SMILES: N1C=[CH:4][CH:3]=N1.[N:6]1([CH:11](C)[CH2:12][NH:13][C:14]([C:16]2[C:20]([Br:21])=[C:19]([NH:22][C:23](=[O:31])[C:24]3[CH:29]=[CH:28][CH:27]=[CH:26][C:25]=3[Cl:30])[NH:18][N:17]=2)=[O:15])[CH2:10]CC[CH2:7]1>>[CH3:10][N:6]([CH2:11][C@H:12]([NH:13][C:14]([C:16]1[C:20]([Br:21])=[C:19]([NH:22][C:23](=[O:31])[C:24]2[CH:29]=[CH:28][CH:27]=[CH:26][C:25]=2[Cl:30])[NH:18][N:17]=1)=[O:15])[CH2:3][CH3:4])[CH3:7]. Reported procedure: The pyrazole acid, prepared as described in Procedure 8, was coupled with (R)—N,N-dimethyl-1,2-butanediamine (prepared as shown in Procedure 2) using the method of Procedure 3. Reactants: FC(C(=O)O)(F)F (Trifluoroacetic acid), CN1C(N(CC1C(=O)OC(C)(C)C)C1=NC=CN=C1)=O (1,1-dimethylethyl 3-methyl-2-oxo-1-(2-pyrazinyl)-4-imidazolidinecarboxylate), CN1C(NCC1C(=O)OC(C)(C)C)=O (1,1-dimethylethyl 3-methyl-2-oxo-4-imidazolidinecarboxylate), ClC1=NC=CN=C1 (2-chloropyrazine), C([O-])([O-])=O.[Cs+].[Cs+] (cesium carbonate), CC1(C2=C(C(=CC=C2)P(C3=CC=CC=C3)C4=CC=CC=C4)OC5=C(C=CC=C51)P(C6=CC=CC=C6)C7=CC=CC=C7)C (Xantphos). The reagents and catalysts are C=1C=CC(=CC1)/C=C/C(=O)/C=C/C2=CC=CC=C2.C=1C=CC(=CC1)/C=C/C(=O)/C=C/C2=CC=CC=C2.C=1C=CC(=CC1)/C=C/C(=O)/C=C/C2=CC=CC=C2.[Pd].[Pd] (tris(dibenzylideneacetone)dipalladium(0)). The solvent is ClCCl (dichloromethane), O1CCOCC1 (1,4-dioxane). The product is CN1C(N(CC1C(=O)O)C1=NC=CN=C1)=O (3-methyl-2-oxo-1-(2-pyrazinyl)-4-imidazolidinecarboxylic acid). Yield: 98.7%. As a reaction SMILES: CN1C(C(OC(C)(C)C)=O)CNC1=O.ClC1C=NC=CN=1.C(=O)([O-])[O-].[Cs+].[Cs+].CC1(C)C2C(=C(P(C3C=CC=CC=3)C3C=CC=CC=3)C=CC=2)OC2C(P(C3C=CC=CC=3)C3C=CC=CC=3)=CC=CC1=2.FC(F)(F)C(O)=O.[CH3:77][N:78]1[CH:82]([C:83]([O:85]C(C)(C)C)=[O:84])[CH2:81][N:80]([C:90]2[CH:95]=[N:94][CH:93]=[CH:92][N:91]=2)[C:79]1=[O:96]>O1CCOCC1.ClCCl.C1C=CC(/C=C/C(/C=C/C2C=CC=CC=2)=O)=CC=1.C1C=CC(/C=C/C(/C=C/C2C=CC=CC=2)=O)=CC=1.C1C=CC(/C=C/C(/C=C/C2C=CC=CC=2)=O)=CC=1.[Pd].[Pd]>[CH3:77][N:78]1[CH:82]([C:83]([OH:85])=[O:84])[CH2:81][N:80]([C:90]2[CH:95]=[N:94][CH:93]=[CH:92][N:91]=2)[C:79]1=[O:96] |f:2.3.4,10.11.12.13.14|. Procedure details: To a solution of 1,1-dimethylethyl 3-methyl-2-oxo-4-imidazolidinecarboxylate (400 mg, 1.998 mmol) (prepared as described in step (iii) of Example 13, starting from (4S)-2-oxo-3-{[(phenylmethyl)oxy]carbonyl}-4-imidazolidinecarboxylic acid) and 2-chloropyrazine (0.179 ml, 1.998 mmol) in 1,4-dioxane (20 ml) was added cesium carbonate (2604 mg, 7.99 mmol), tris(dibenzylideneacetone)dipalladium(0) (91 mg, 0.100 mmol) and Xantphos™ (87 mg, 0.150 mmol) and the reaction mixture was stirred at reflux ove...